This data is from the Open Reaction Database (ORD), a public repository of structured organic reaction records. The task is: describe an organic reaction: reactants, conditions, products, and yield Reactants: [Al+3], Brc1cnc2[nH]ccc2c1, ClCCl, [Cl-], [Cl-], [Cl-], COc1cccc(C(=O)Cl)c1F, O. Yields the product COc1cccc(C(=O)c2c[nH]c3ncc(Br)cc23)c1F. RXN SMILES: [Al+3:14].[Br:1][c:2]1[cH:3][c:4]2[cH:5][cH:6][nH:7][c:8]2[n:9][cH:10]1.[CH2:28]([Cl:29])[Cl:30].[Cl-:11].[Cl-:12].[Cl-:13].[F:15][c:16]1[c:17]([C:18](=[O:19])[Cl:20])[cH:21][cH:22][cH:23][c:24]1[O:25][CH3:26].[OH2:27]>>[Br:1][c:2]1[cH:3][c:4]2[c:5]([C:18]([c:17]3[c:16]([F:15])[c:24]([O:25][CH3:26])[cH:23][cH:22][cH:21]3)=[O:19])[cH:6][nH:7][c:8]2[n:9][cH:10]1. Starting materials: FC(S(=O)(=O)OS(=O)(=O)C(F)(F)F)(F)F (Trifluoromethanesulfonic anhydride), OC1=CC(=CC=2OC3=CC=CC=C3C(C12)=O)O (1,3-dihydroxyxanthen-9-one), N1=CC=CC=C1 (pyridine). Solvent: C(Cl)Cl (CH2Cl2), C(Cl)Cl (CH2Cl2). Reaction conditions: time 16 hour. Product: OC1=CC(=CC=2OC3=CC=CC=C3C(C12)=O)OS(=O)(=O)C(F)(F)F (trifluoromethanesulfonic acid 1-hydroxy-9-oxo-9H-xanthen-3-yl ester). Yield: 64.5%. Reaction SMILES: [F:1][C:2]([F:15])([F:14])[S:3]([O:6]S(C(F)(F)F)(=O)=O)(=[O:5])=[O:4].[OH:16][C:17]1[C:30]2[C:29](=[O:31])[C:28]3[C:23](=[CH:24][CH:25]=[CH:26][CH:27]=3)[O:22][C:21]=2[CH:20]=[C:19](O)[CH:18]=1.N1C=CC=CC=1>C(Cl)Cl>[OH:16][C:17]1[C:30]2[C:29](=[O:31])[C:28]3[C:23](=[CH:24][CH:25]=[CH:26][CH:27]=3)[O:22][C:21]=2[CH:20]=[C:19]([O:6][S:3]([C:2]([F:15])([F:14])[F:1])(=[O:5])=[O:4])[CH:18]=1. Procedure details: Trifluoromethanesulfonic anhydride (0.54 mL, 3.21 mmol) was added slowly to a solution of, 1,3-dihydroxyxanthen-9-one (689 mg, 3.02 mmol) and pyridine (7.3 mL) in CH2Cl2 (30 mL) at 0° C. The reaction then was allowed to slowly warm to RT and stirred for 16 h. The orange mixture then was dissolved in CH2Cl2 (100 mL), and washed with 10% citric acid (2×25 mL) and brine (1×25 mL). The organics were dried (Na2SO4), concentrated, and purified by Biotage chromatography using 10% EtOAc/hexanes as eluen... The reactants are Cl (HCl), C([O-])([O-])=O.[K+].[K+] (Potassium carbonate), C(CBr)Br (1,2-dibromomethane), Br.OC=1C=C2CC(CC2=CC1O)N(CCC)CCC (5,6-Dihydroxy-2-(di-n-propylamino)indan hydrobromide). The solvent is CN(C=O)C.C(C)#N (dimethylformamide acetonitrile), O (Water). Run at temperature 100 celsius. The product is C1OC=2C=C3CC(CC3=CC2O1)N(CCC)CCC (5,6-Methylenedioxy-2-(di-n-propylamino)indan). As a reaction SMILES: Br.[OH:2][C:3]1[CH:4]=[C:5]2[C:9](=[CH:10][C:11]=1[OH:12])[CH2:8][CH:7]([N:13]([CH2:17][CH2:18][CH3:19])[CH2:14][CH2:15][CH3:16])[CH2:6]2.[C:20](=O)([O-])[O-].[K+].[K+].C(Br)CBr.Cl>CN(C)C=O.C(#N)C.O>[CH2:20]1[O:2][C:3]2[CH:4]=[C:5]3[C:9]([CH2:8][CH:7]([N:13]([CH2:17][CH2:18][CH3:19])[CH2:14][CH2:15][CH3:16])[CH2:6]3)=[CH:10][C:11]=2[O:12]1 |f:0.1,2.3.4,7.8|. Procedure details: 5,6-Dihydroxy-2-(di-n-propylamino)indan hydrobromide (400 mg, 1.21 mmol) was dissolved in dimethylformamide/acetonitrile (8 mL, 1:1). Potassium carbonate (1.67 g, 12.1 mmol) and 1,2-dibromomethane (0.09 mL, 1.3 mmol) was added and the mixture was heated at 100° C. overnight. Water was added and the reaction mixture concentrated to remove solvents. The resulting mixture was extracted with ethyl acetate (5×75 mL). The combined organic layers were washed with brine, dried, filtered and concentrated... The reactants are CC(C)(O[Si](C)(C)C)c1cccc(Br)c1, O=C([O-])[O-], CCC(CC)(c1ccc(OCC2CCC(=O)O2)c(C)c1)c1ccc(B2OC(C)(C)C(C)(C)O2)c(C)c1, CCOC(C)=O, CN(C)C=O, [Na+], [Na+]. Yields the product CCC(CC)(c1ccc(OCC2CCC(=O)O2)c(C)c1)c1ccc(-c2cccc(C(C)(C)O[Si](C)(C)C)c2)c(C)c1. RXN SMILES: [Br:7][c:8]1[cH:9][c:10]([C:14]([CH3:15])([O:16][Si:17]([CH3:18])([CH3:19])[CH3:20])[CH3:21])[cH:11][cH:12][cH:13]1.[C:1](=[O:2])([O-:3])[O-:4].[CH2:22]([CH3:23])[C:24]([CH2:25][CH3:26])([c:27]1[cH:28][c:29]([CH3:42])[c:30]([B:33]2[O:34][C:35]([CH3:36])([CH3:37])[C:38]([CH3:39])([CH3:40])[O:41]2)[cH:31][cH:32]1)[c:43]1[cH:44][c:45]([CH3:57])[c:46]([O:47][CH2:48][CH:49]2[CH2:50][CH2:51][C:52](=[O:54])[O:53]2)[cH:55][cH:56]1.[CH3:58][CH2:59][O:60][C:61](=[O:62])[CH3:63].[CH3:64][N:65]([CH3:66])[CH:67]=[O:68].[Na+:5].[Na+:6]>>[c:8]1(-[c:30]2[c:29]([CH3:42])[cH:28][c:27]([C:24]([CH2:22][CH3:23])([CH2:25][CH3:26])[c:43]3[cH:44][c:45]([CH3:57])[c:46]([O:47][CH2:48][CH:49]4[CH2:50][CH2:51][C:52](=[O:54])[O:53]4)[cH:55][cH:56]3)[cH:32][cH:31]2)[cH:9][c:10]([C:14]([CH3:15])([O:16][Si:17]([CH3:18])([CH3:19])[CH3:20])[CH3:21])[cH:11][cH:12][cH:13]1. Reactants: FC1=CC(=CC(=C1)C(F)(F)F)[N+](=O)[O-] (1-fluoro-3-nitro-5-(trifluoromethyl)benzene), CN(CCO)C (2-(dimethylamino)ethanol), C(=O)([O-])[O-].[K+].[K+] (K2CO3). Run in CN(C)C=O (DMF), CN(C)C=O (DMF). Reaction conditions: temperature 80 celsius, time 8 hour. Product: CN(CCOC1=CC(=CC(=C1)C(F)(F)F)[N+](=O)[O-])C (N,N-dimethyl-2-(3-nitro-5-(trifluoromethyl)phenoxy)ethanamine). Isolated yield 28.2%. As a reaction SMILES: [CH3:1][N:2]([CH3:6])[CH2:3][CH2:4][OH:5].F[C:8]1[CH:13]=[C:12]([C:14]([F:17])([F:16])[F:15])[CH:11]=[C:10]([N+:18]([O-:20])=[O:19])[CH:9]=1.C([O-])([O-])=O.[K+].[K+]>CN(C=O)C>[CH3:1][N:2]([CH3:6])[CH2:3][CH2:4][O:5][C:8]1[CH:13]=[C:12]([C:14]([F:16])([F:17])[F:15])[CH:11]=[C:10]([N+:18]([O-:20])=[O:19])[CH:9]=1 |f:2.3.4|. Procedure details: A suspension of 2-(dimethylamino)ethanol (128 mg, 1.435 mmol) in DMF (5 mL) was added to a solution of 1-fluoro-3-nitro-5-(trifluoromethyl)benzene (200 mg, 0.956 mmol) in DMF (5 mL). K2CO3 (264 mg, 1.913 mmol) was added and the mixture was stirred at 80° C. for 8 h. The mixture was cooled to rt. Then the solution was concentrated and distributed between ethyl acetate and saturated NaHCO3 solution. The combined organic extracts were washed with brine, dried over MgSO4, filtered and concentrated. ... The reactants are N (ammonia), C(C1C(C(C(C(O1)O)O)O)O)O (hexose), C(C(C(C(C=O)O)O)O)O (pentose). Solvent: C(C)O (ethanol). Product: C(C(O)C)(=O)[O-].[NH4+] (ammonium lactate), C(C1C(C(C(C(O1)O)O)O)O)O (hexose). As a reaction SMILES: [CH2:1]([OH:12])[CH:2]1[O:7][CH:6]([OH:8])[CH:5]([OH:9])[CH:4]([OH:10])[CH:3]1[OH:11].C(O)C(O)C(O)C(O)C=O.[NH3:23]>C(O)C>[C:6]([O-:8])(=[O:7])[CH:5]([CH3:4])[OH:9].[NH4+:23].[CH2:1]([OH:12])[CH:2]1[O:7][CH:6]([OH:8])[CH:5]([OH:9])[CH:4]([OH:10])[CH:3]1[OH:11] |f:4.5|. Procedure: Accordingly, hetero-lactic fermentation of a mixture containing hexose and pentose may be performed. Hetero-lactic fermentation is conducted while neutralizing with ammonia to produce ammonium lactate and ethanol from hexose, and to produce ammonium lactate and ammonium acetate from pentose. Ammonium lactate and ammonium acetate are esterified with ethanol (if amount of ethanol obtained by fermentation is not enough, ethanol might be further added) to yield ethyl lactate and ethyl acetate, respe... Reactants: CNC, Clc1ccc(-c2nc3c(cnn3-c3ccccc3)c(Cl)c2-c2ccc(Cl)cc2)cc1. Product: CN(C)c1c(-c2ccc(Cl)cc2)c(-c2ccc(Cl)cc2)nc2c1cnn2-c1ccccc1. RXN SMILES: [CH3:31][NH:32][CH3:33].[Cl:1][c:2]1[c:3]2[c:4]([n:5][c:6](-[c:15]3[cH:16][cH:17][c:18]([Cl:21])[cH:19][cH:20]3)[c:7]1-[c:8]1[cH:9][cH:10][c:11]([Cl:14])[cH:12][cH:13]1)[n:22](-[c:25]1[cH:26][cH:27][cH:28][cH:29][cH:30]1)[n:23][cH:24]2>>[c:2]1([N:32]([CH3:31])[CH3:33])[c:3]2[c:4]([n:5][c:6](-[c:15]3[cH:16][cH:17][c:18]([Cl:21])[cH:19][cH:20]3)[c:7]1-[c:8]1[cH:9][cH:10][c:11]([Cl:14])[cH:12][cH:13]1)[n:22](-[c:25]1[cH:26][cH:27][cH:28][cH:29][cH:30]1)[n:23][cH:24]2. Starting materials: C(C)(=O)Br (acetyl bromide), COCN1CN(CN(C1)[N+](=O)[O-])[N+](=O)[O-] (1-methoxymethyl-3,5-dinitro-1,3,5-triazacyclohexane), C(C)(=O)Cl (acetyl chloride). The product is ClCN1CN(CN(C1)[N+](=O)[O-])[N+](=O)[O-] (1-chloromethyl-3,5-dinitro-1,3,5-triazacyclohexane), BrCN1CN(CN(C1)[N+](=O)[O-])[N+](=O)[O-] (1-bromomethyl-3,5-dinitro-1,3,5-triazacyclohexane). RXN SMILES: CO[CH2:3][N:4]1[CH2:9][N:8]([N+:10]([O-:12])=[O:11])[CH2:7][N:6]([N+:13]([O-:15])=[O:14])[CH2:5]1.C([Cl:19])(=O)C.[C:20]([Br:23])(=O)C>>[Cl:19][CH2:3][N:4]1[CH2:9][N:8]([N+:10]([O-:12])=[O:11])[CH2:7][N:6]([N+:13]([O-:15])=[O:14])[CH2:5]1.[Br:23][CH2:20][N:4]1[CH2:5][N:6]([N+:13]([O-:15])=[O:14])[CH2:7][N:8]([N+:10]([O-:12])=[O:11])[CH2:9]1. Reported procedure: Dunning and Dunning (J.Chem.Soc., 2925(1950)) have reported that treatment of 1-methoxymethyl-3,5-dinitro-1,3,5-triazacyclohexane with acetyl chloride and acetyl bromide gave 1-chloromethyl-3,5-dinitro-1,3,5-triazacyclohexane and 1-bromomethyl-3,5-dinitro-1,3,5-triazacyclohexane, respectively. This chemistry was applied to the current work on the eight-membered ring derivatives. Treatment of (Compound 3) with acetyl bromide gave a quatitative yield of 1-bromomethyl-3,5,7-trinitro-1,3,5,7-tetraza... Procedure details: To an EtOAc (130 mL) solution of the compound (37.8 g) obtained in Step 1-5, 4 M HCl/EtOAc solution (263 mL) was added under ice cooling and the mixture was stirred at room temperature for one hour. The reaction mixture was concentrated under reduced pressure. The residue was suspended in EtOAc (200 mL) and filtrated to obtain a solid. To the solid, CHCl3 (200 mL) and H2O (200 mL) were added and the mixture was stirred for 15 minutes. After a water layer and an organic layer were separated, the ... Conditions: time 1 hour. Product: NC1CCN(CC1)CC1=CC=C2CCC(NC2=C1)=O (7-[(4-aminopiperidin-1-yl)methyl]-3,4-dihydroquinolin-2(1H)-one). Reaction SMILES: CCOC(C)=O.[O:7]=[C:8]1[CH2:17][CH2:16][C:15]2[C:10](=[CH:11][C:12]([CH2:18][N:19]3[CH2:24][CH2:23][CH:22]([NH:25]C(=O)OC(C)(C)C)[CH2:21][CH2:20]3)=[CH:13][CH:14]=2)[NH:9]1.Cl.CCOC(C)=O.C(Cl)(Cl)Cl>O>[NH2:25][CH:22]1[CH2:23][CH2:24][N:19]([CH2:18][C:12]2[CH:11]=[C:10]3[C:15]([CH2:16][CH2:17][C:8](=[O:7])[NH:9]3)=[CH:14][CH:13]=2)[CH2:20][CH2:21]1 |f:2.3|. Run in O (H2O). Reactants: CCOC(=O)C (EtOAc), O=C1NC2=CC(=CC=C2CC1)CN1CCC(CC1)NC(OC(C)(C)C)=O (tert-butyl {1-[(2-oxo-1,2,3,4-tetrahydroquinolin-7-yl)methyl]piperidin-4-yl}carbamate), Cl.CCOC(=O)C (HCl EtOAc), C(Cl)(Cl)Cl (CHCl3).